This data is from the Open Reaction Database (ORD), a public repository of structured organic reaction records. The task is: describe an organic reaction: reactants, conditions, products, and yield Reactants: CC1(C=2C=CC(=CC2C(CC1)(C)C)C(=CC1=CC=C(CO)C=C1)C)C (4-[2-(5,6,7,8-tetrahydro-5,5,8,8-tetramethyl-2-naphthyl)-1-propenyl]-benzyl alcohol), [OH-].[Na+] (sodium hydroxide), P(OCC)(OCC)[O-] (diethyl phosphite). The reagents and catalysts are [Br-].C(CCC)[N+](CCCC)(CCCC)CCCC (tetrabutylammonium bromide). Solvent: C(Cl)(Cl)(Cl)Cl (carbon tetrachloride), C(Cl)(Cl)(Cl)Cl (carbon tetrachloride). Reaction conditions: time 3 day. Yields the product 0.3.g, P(=O)(OCC1=CC=C(C=C1)C=C(C)C1=CC=2C(CCC(C2C=C1)(C)C)(C)C)(OCC)OCC (4-[2-(5,6,7,8-tetrahydro-5,5,8,8-tetramethyl-2-naphthyl)-1-propenyl]-benzyl diethyl phosphate). As a reaction SMILES: [P:1]([O-:8])([O:5][CH2:6][CH3:7])[O:2][CH2:3][CH3:4].[CH3:9][C:10]1([CH3:33])[CH2:19][CH2:18][C:17]([CH3:21])([CH3:20])[C:16]2[CH:15]=[C:14]([C:22]([CH3:32])=[CH:23][C:24]3[CH:31]=[CH:30][C:27]([CH2:28][OH:29])=[CH:26][CH:25]=3)[CH:13]=[CH:12][C:11]1=2.[OH-].[Na+]>C(Cl)(Cl)(Cl)Cl.[Br-].C([N+](CCCC)(CCCC)CCCC)CCC>[P:1]([O:5][CH2:6][CH3:7])([O:2][CH2:3][CH3:4])([O:29][CH2:28][C:27]1[CH:30]=[CH:31][C:24]([CH:23]=[C:22]([C:14]2[CH:13]=[CH:12][C:11]3[C:10]([CH3:33])([CH3:9])[CH2:19][CH2:18][C:17]([CH3:20])([CH3:21])[C:16]=3[CH:15]=2)[CH3:32])=[CH:25][CH:26]=1)=[O:8] |f:2.3,5.6|. Reported procedure: A solution of 3.5 g (25 mmol) of diethyl phosphite in 6 ml of carbon tetrachloride was added dropwise, while cooling with ice, to a mixture of 7 g (20 mmol) of 4-[2-(5,6,7,8-tetrahydro-5,5,8,8-tetramethyl-2-naphthyl)-1-propenyl]-benzyl alcohol, 12 ml of carbon tetrachloride, 0.16 g of tetrabutylammonium bromide and 6 ml of 50% strength sodium hydroxide solution. The mixture was stirred for 3 days at room temperature, then extracted with 30 ml of methylene chloride, the organic phase was washed w... The reactants are OC1CN(CC(CC1NC(=O)[C@H](CC(C)C)NC(=O)C=1OC2=C(C1)C=C(C=C2)OC)C)S(=O)(=O)C2=NC=CC=C2 (5-methoxy-benzofuran-2-carboxylic acid {(S)-1-[3-hydroxy-6-methyl-1-(pyridine-2-sulfonyl)-azepan-4-ylcarbamoyl]-3-methyl-butyl}-amide), CC(=O)OI1(C=2C=CC=CC2C(=O)O1)(OC(=O)C)OC(=O)C (Dess-Martin reagent). Run in C(Cl)Cl (CH2Cl2), C(Cl)Cl (CH2Cl2). Product: CC(C[C@@H](C(N[C@@H]1C(CN(C[C@H](C1)C)S(=O)(=O)C1=NC=CC=C1)=O)=O)NC(=O)C=1OC2=C(C1)C=C(C=C2)OC)C (5-Methoxy-benzofuran-2-carboxylic acid {(S)-3-methyl-1-[(4S,6S)-6-methyl-3-oxo-1-(pyridine-2-sulfonyl)-azepan-4-ylcarbamoyl]-butyl}-amide). Isolated yield 83.0%. RXN SMILES: [OH:1][CH:2]1[CH:8]([NH:9][C:10]([C@@H:12]([NH:17][C:18]([C:20]2[O:21][C:22]3[CH:28]=[CH:27][C:26]([O:29][CH3:30])=[CH:25][C:23]=3[CH:24]=2)=[O:19])[CH2:13][CH:14]([CH3:16])[CH3:15])=[O:11])[CH2:7][CH:6]([CH3:31])[CH2:5][N:4]([S:32]([C:35]2[CH:40]=[CH:39][CH:38]=[CH:37][N:36]=2)(=[O:34])=[O:33])[CH2:3]1.CC(OI1(OC(C)=O)(OC(C)=O)OC(=O)C2C=CC=CC1=2)=O>C(Cl)Cl>[CH3:15][CH:14]([CH3:16])[CH2:13][C@H:12]([NH:17][C:18]([C:20]1[O:21][C:22]2[CH:28]=[CH:27][C:26]([O:29][CH3:30])=[CH:25][C:23]=2[CH:24]=1)=[O:19])[C:10](=[O:11])[NH:9][C@H:8]1[CH2:7][C@H:6]([CH3:31])[CH2:5][N:4]([S:32]([C:35]2[CH:40]=[CH:39][CH:38]=[CH:37][N:36]=2)(=[O:34])=[O:33])[CH2:3][C:2]1=[O:1]. Reported procedure: To a solution of 5-methoxy-benzofuran-2-carboxylic acid {(S)-1-[3-hydroxy-6-methyl-1-(pyridine-2-sulfonyl)-azepan-4-ylcarbamoyl]-3-methyl-butyl}-amide (110 mg, 0.19 mmol) in 5 ml CH2Cl2, was added Dess-Martin reagent (122 mg, 0.29 mmol) at RT. The solution was stirred for 2 h when 50 ml CH2Cl2 was added and then washed with 10% NaHCO3 and brine. Purification by column chromatograghy (50% ethyl acetate in hexane) gave the title compound (90 mg, 82% yield). 1H-NMR (400 Hz, CDCl3): d (ppm): 8.69(d,... Starting materials: COC=1C=C(C=CC1OC)CC(CCC(CCC1=CC=CC=C1)=O)[N+](=O)[O-] (1-(3',4'-dimethoxyphenyl)-7-phenyl-2-nitro-5-heptanone), C1(=CC=C(C=C1)S(=O)(=O)O)C (p-toluenesulfonic acid), C(CO)O (ethylene glycol). Solvent: C1CCCCC1 (cyclohexane). The product is C1COC(CCC(CC2=CC(=C(C=C2)OC)OC)[N+](=O)[O-])(CCC2=CC=CC=C2)O1 (1-(3',4'-dimethoxyphenyl)-7-phenyl-2-nitro-5-heptanone ethylene ketal). As a reaction SMILES: [CH3:1][O:2][C:3]1[CH:4]=[C:5]([CH2:11][CH:12]([N+:25]([O-:27])=[O:26])[CH2:13][CH2:14][C:15](=[O:24])[CH2:16][CH2:17][C:18]2[CH:23]=[CH:22][CH:21]=[CH:20][CH:19]=2)[CH:6]=[CH:7][C:8]=1[O:9][CH3:10].C1(C)C=CC(S(O)(=O)=O)=CC=1.[CH2:39](O)[CH2:40][OH:41]>C1CCCCC1>[CH2:40]1[O:41][C:15]([CH2:16][CH2:17][C:18]2[CH:19]=[CH:20][CH:21]=[CH:22][CH:23]=2)([CH2:14][CH2:13][CH:12]([N+:25]([O-:27])=[O:26])[CH2:11][C:5]2[CH:6]=[CH:7][C:8]([O:9][CH3:10])=[C:3]([O:2][CH3:1])[CH:4]=2)[O:24][CH2:39]1. Procedure: Into a 1 l r.b. flask equipped with a Dean Stark trap was placed 46.4 g (0.12 m) of 1-(3',4'-dimethoxyphenyl)-7-phenyl-2-nitro-5-heptanone, 1.5 g p-toluenesulfonic acid, 50 mL of ethylene glycol and 300 mL of cyclohexane. The mixture was allowed to reflux overnight, then concentrated in vacuo. Dil NaHCO3 solution was added to the residue and extracted with ethyl acetate. The organic layer was backwashed with water, dried over anh. MgSO4, filtered and concentrated under reduced pressure to give 4... Reaction SMILES: Cl.[Br:2][C:3]1[C:8]([CH3:9])=[CH:7][C:6]([N+:10]([O-])=O)=[CH:5][C:4]=1[CH3:13]>>[Br:2][C:3]1[C:8]([CH3:9])=[CH:7][C:6]([NH2:10])=[CH:5][C:4]=1[CH3:13]. Procedure details: 153 g of tin dichloro dihydrate (678 mmol) are added to 1.7 l of conc. HCl and heated to about 50° C. 26 g (113 mmol) of 2-bromo-1,3-dimethyl-5-nitrobenzene (Example II) are added. The suspension is heated at about 70° C. for 20 min. It is then allowed to cool slowly to room temperature. The precipitated white solid is filtered off and washed with cold acetone. The resulting hydrochloride is taken up in 1 N NaOH, briefly stirred and extracted 5 times with ethyl acetate. The organic phases are co... Reaction conditions: temperature 50 celsius. Yields the product BrC1=C(C=C(N)C=C1C)C (4-Bromo-3,5-dimethylaniline). The reactants are tin dichloro dihydrate, Cl (HCl), BrC1=C(C=C(C=C1C)[N+](=O)[O-])C (2-Bromo-1,3-dimethyl-5-nitrobenzene).